Dataset: the Open Reaction Database (ORD), a public repository of structured organic reaction records. Task: describe an organic reaction: reactants, conditions, products, and yield Starting materials: carboxylic acid, C(C(=O)Cl)(=O)Cl (oxalyl chloride), CCOC(=O)C (EtOAc), CC(C#CC1=CC(=CS1)NC(C)C)(C)C (5-(3,3-dimethylbut-1-ynyl)-N-isopropylthiophen-3-amine), CCN(C(C)C)C(C)C (DIEA), CCOC(=O)C (EtOAc). Reagents/catalysts: CN(C)C=O (DMF). Solvent: ClCCCl (DCE). Conditions: time 2 hour. Product: CC(C#CC1=CC(=C(S1)C(=O)O)N(C(=O)[C@@H]1[C@H](C[C@H](CC1)C)C)C(C)C)(C)C (5-(3,3-dimethylbut-1-ynyl)-3-((1S,2S,4S)—N-isopropyl-2,4-dimethylcyclohexanecarboxamido)thiophene-2-carboxylic acid). Isolated yield 25.0%. RXN SMILES: [C:1](Cl)(=[O:5])[C:2](Cl)=O.[CH3:7][C:8]([CH3:21])([CH3:20])[C:9]#[C:10][C:11]1[S:15][CH:14]=[C:13]([NH:16][CH:17]([CH3:19])[CH3:18])[CH:12]=1.CCN([CH:28]([CH3:30])[CH3:29])C(C)C.CC[O:33][C:34](C)=[O:35]>CN(C=O)C.ClCCCl>[CH3:7][C:8]([CH3:20])([CH3:21])[C:9]#[C:10][C:11]1[S:15][C:14]([C:34]([OH:33])=[O:35])=[C:13]([N:16]([CH:17]([CH3:18])[CH3:19])[C:1]([C@H:2]2[CH2:10][CH2:9][C@H:8]([CH3:7])[CH2:30][C@@H:28]2[CH3:29])=[O:5])[CH:12]=1. Procedure details: To a solution of carboxylic acid (200 mg, 1.3 mmol) and DMF (1 drop) in EtOAc (5 mL) was added oxalyl chloride (0.3 mL, 3.45 mmol) at room temperature. The reaction was stirred for 2 h and the volatiles were removed in vacuo. A solution of 5-(3,3-dimethylbut-1-ynyl)-N-isopropylthiophen-3-amine (170 mg, 0.77 mmol) and DIEA (0.3 mL) in DCE (1 mL) was then added. The reaction was stirred overnight. The mixture was poured into EtOAc (150 mL), and the organics were washed with saturated NaHCO3 (2×50 ... Starting materials: CCOC(=O)c1nn(-c2ccc(Cl)cc2Cl)c(-c2ccc(Br)s2)c1C, C1CCOC1, C#CCC(C)(C)C, CCOCC, [Cu]I, O, Cl[Pd]Cl, c1ccc(P(c2ccccc2)c2ccccc2)cc1, c1ccc(P(c2ccccc2)c2ccccc2)cc1. The product is CCOC(=O)c1nn(-c2ccc(Cl)cc2Cl)c(-c2ccc(C#CC(C)(C)C)s2)c1C. Reaction SMILES: [CH2:1]([CH3:2])[O:3][C:4](=[O:5])[c:6]1[n:7][n:8](-[c:18]2[c:19]([Cl:25])[cH:20][c:21]([Cl:24])[cH:22][cH:23]2)[c:9](-[c:12]2[s:13][c:14]([Br:17])[cH:15][cH:16]2)[c:10]1[CH3:11].[CH2:39]1[O:40][CH2:41][CH2:42][CH2:43]1.[CH3:26][C:27]([CH2:28][C:29]#[CH:30])([CH3:31])[CH3:32].[CH3:34][CH2:35][O:36][CH2:37][CH3:38].[Cu:85][I:86].[OH2:33].[Pd:44]([Cl:45])[Cl:46].[c:47]1([P:48]([c:49]2[cH:50][cH:51][cH:52][cH:53][cH:54]2)[c:55]2[cH:56][cH:57][cH:58][cH:59][cH:60]2)[cH:61][cH:62][cH:63][cH:64][cH:65]1.[c:66]1([P:67]([c:68]2[cH:69][cH:70][cH:71][cH:72][cH:73]2)[c:74]2[cH:75][cH:76][cH:77][cH:78][cH:79]2)[cH:80][cH:81][cH:82][cH:83][cH:84]1>>[CH2:1]([CH3:2])[O:3][C:4](=[O:5])[c:6]1[n:7][n:8](-[c:18]2[c:19]([Cl:25])[cH:20][c:21]([Cl:24])[cH:22][cH:23]2)[c:9](-[c:12]2[s:13][c:14]([C:29]#[C:28][C:27]([CH3:26])([CH3:31])[CH3:32])[cH:15][cH:16]2)[c:10]1[CH3:11].